From a dataset of the Open Reaction Database (ORD), a public repository of structured organic reaction records. describe an organic reaction: reactants, conditions, products, and yield Reactants: FC1=C(C=CC(=C1)OC1=CC(=NC=C1)NC(=O)N1CCC(CC1)N1CCN(CC1)C)NC(=O)CC1(CC1)CC(=O)NC1=CC=C(C=C1)F (N-(2-fluoro-4-{[2-({[4-(4-methylpiperazin-1-yl)piperidin-1-yl]carbonyl}amino)pyridin-4-yl]oxy}phenyl)-N′-(4-fluorophenyl)cyclopropane-1,1-dicarboxyamide), C(CCC(=O)O)(=O)O (succinic acid). The solvent is C(C)O (ethanol). Reaction conditions: time 3 day. Yields the product C(CCC(=O)O)(=O)O.FC1=C(C=CC(=C1)OC1=CC(=NC=C1)NC(=O)N1CCC(CC1)N1CCN(CC1)C)NC(=O)CC1(CC1)CC(=O)NC1=CC=C(C=C1)F (N-(2-Fluoro-4-{[2-({[4-(4-methylpiperazin-1-yl)piperidin-1-yl]carbonyl}amino)pyridin-4-yl]oxy}phenyl)-N′-(4-fluorophenyl)cyclopropane-1,1-dicarboxyamide succinate). Isolated yield 32.1%. RXN SMILES: [F:1][C:2]1[CH:7]=[C:6]([O:8][C:9]2[CH:14]=[CH:13][N:12]=[C:11]([NH:15][C:16]([N:18]3[CH2:23][CH2:22][CH:21]([N:24]4[CH2:29][CH2:28][N:27]([CH3:30])[CH2:26][CH2:25]4)[CH2:20][CH2:19]3)=[O:17])[CH:10]=2)[CH:5]=[CH:4][C:3]=1[NH:31][C:32]([CH2:34][C:35]1([CH2:38][C:39]([NH:41][C:42]2[CH:47]=[CH:46][C:45]([F:48])=[CH:44][CH:43]=2)=[O:40])[CH2:37][CH2:36]1)=[O:33].[C:49]([OH:56])(=[O:55])[CH2:50][CH2:51][C:52]([OH:54])=[O:53]>C(O)C>[C:49]([OH:56])(=[O:55])[CH2:50][CH2:51][C:52]([OH:54])=[O:53].[F:1][C:2]1[CH:7]=[C:6]([O:8][C:9]2[CH:14]=[CH:13][N:12]=[C:11]([NH:15][C:16]([N:18]3[CH2:19][CH2:20][CH:21]([N:24]4[CH2:29][CH2:28][N:27]([CH3:30])[CH2:26][CH2:25]4)[CH2:22][CH2:23]3)=[O:17])[CH:10]=2)[CH:5]=[CH:4][C:3]=1[NH:31][C:32]([CH2:34][C:35]1([CH2:38][C:39]([NH:41][C:42]2[CH:47]=[CH:46][C:45]([F:48])=[CH:44][CH:43]=2)=[O:40])[CH2:37][CH2:36]1)=[O:33] |f:3.4|. Reported procedure: After suspending N-(2-fluoro-4-{[2-({[4-(4-methylpiperazin-1-yl)piperidin-1-yl]carbonyl}amino)pyridin-4-yl]oxy}phenyl)-N′-(4-fluorophenyl)cyclopropane-1,1-dicarboxyamide (31.7 mg) in ethanol (0.317 ml), succinic acid (5.7 mg) was added at room temperature and the mixture was stirred at room temperature for 3 days. The precipitate was collected by filtration and washed with ethanol (0.158 ml). It was then dried under aeration at room temperature for 30 minutes and further dried with warm air at 6... Reactants: tetrakis-triphenylphosphine palladium, S1C=CC=C1 (thiophene), C(CCC)[Li] (n-butyllithium), BrC1=NC=CC=C1 (2-bromopyridine). The reagents and catalysts are [Cl-].[Zn+2].[Cl-] (zinc chloride). The solvent is C1CCOC1 (THF), C1CCOC1 (THF). Reaction conditions: time 3 hour. Product: N1=C(C=CC=C1)C=1SC=CC1 (2-Pyrid-2-ylthiophene). Isolated yield 78.3%. RXN SMILES: [S:1]1[CH:5]=[CH:4][CH:3]=[CH:2]1.C([Li])CCC.Br[C:12]1[CH:17]=[CH:16][CH:15]=[CH:14][N:13]=1>C1COCC1.[Cl-].[Zn+2].[Cl-]>[N:13]1[CH:14]=[CH:15][CH:16]=[CH:17][C:12]=1[C:2]1[S:1][CH:5]=[CH:4][CH:3]=1 |f:4.5.6|. Procedure: To a solution of thiophene (4.7 mL, 59.4 mmole) at 0° C. was added 2.5M n-butyllithium (24 mL, 59.4 mmole) dropwise via syringe. The solution was stirred 3 h and was transferred via cannula into a stirred solution of zinc chloride (8.6 g, 63.4 mmole) in 60 mL THF at room temperature. This solution was stirred for 1 h and was transferred via cannula into a stirred solution of 2-bromopyridine (3.8 mL, 39.6 mmole) and tetrakis-triphenylphosphine palladium (0.22 g, 0.2 mmole) in 100 mL of THF. The s... The reactants are [H][H] (hydrogen), [N+](=O)([O-])C=1C(O)(C=CC(C1)(O)OCCOC(C)=O)OCCOC(C)=O (2-Nitro-1,4-bis-(2-acetoxyethoxy)hydroquinone), [H][H] (hydrogen). The reagents and catalysts are [Pd] (palladium). Solvent: C(C)O (ethanol). The product is C(C)(=O)OCCOC1=C(N)C=C(C=C1)OCCOC(C)=O (2,5-di-(2-acetoxyethoxy)aniline). Yield: 95.1%. RXN SMILES: [N+:1]([C:4]1[C:5]([O:19][CH2:20][CH2:21][O:22][C:23](=[O:25])[CH3:24])([CH:7]=[CH:8][C:9]([O:12][CH2:13][CH2:14][O:15][C:16](=[O:18])[CH3:17])(O)[CH:10]=1)O)([O-])=O.[H][H]>C(O)C.[Pd]>[C:23]([O:22][CH2:21][CH2:20][O:19][C:5]1[CH:7]=[CH:8][C:9]([O:12][CH2:13][CH2:14][O:15][C:16](=[O:18])[CH3:17])=[CH:10][C:4]=1[NH2:1])(=[O:25])[CH3:24]. Procedure: 2-Nitro-1,4-bis-(2-acetoxyethoxy)hydroquinone (115 g) was dissolved in ethanol at 50° C. and reduced with hydrogen in the presence of palladium catalyst (2 g, 5% Pd/C). When uptake of hydrogen ceased the solution was screened to remove the catalyst and the filtrates allowed to cool to room temperature. The crystalline solid was isolated by filtration and dried under vacuum to give 90 g of product. The reactants are C1(=CC=CC2=CC=CC=C12)C(=O)N1CC(C(C1)C=O)CN1CCC(CC1)C1=CC=C(C=C1)F (1-(1-naphthoyl)-3-(RS)-(4-(4-fluorophenyl)piperidinylmethyl)-4-(SR)-formylpyrrolidine), N1CCOCC1 (morpholine), C(C)(=O)O[BH-](OC(C)=O)OC(C)=O.[Na+] (sodium triacetoxyborohydride). The solvent is ClC(C)Cl (dichloroethane). Conditions: time 1.5 hour. The product is C1(=CC=CC2=CC=CC=C12)C(=O)N1CC(C(C1)CN1CCOCC1)CN1CCC(CC1)C1=CC=C(C=C1)F (1-(1-Naphthoyl)-3-(RS)-(4-(4-fluorophenyl)piperidinylmethyl)-4-(RS)-(1-morpholinomethyl)pyrrolidine). As a reaction SMILES: [C:1]1([C:11]([N:13]2[CH2:17][CH:16]([CH:18]=O)[CH:15]([CH2:20][N:21]3[CH2:26][CH2:25][CH:24]([C:27]4[CH:32]=[CH:31][C:30]([F:33])=[CH:29][CH:28]=4)[CH2:23][CH2:22]3)[CH2:14]2)=[O:12])[C:10]2[C:5](=[CH:6][CH:7]=[CH:8][CH:9]=2)[CH:4]=[CH:3][CH:2]=1.[NH:34]1[CH2:39][CH2:38][O:37][CH2:36][CH2:35]1.C(O[BH-](OC(=O)C)OC(=O)C)(=O)C.[Na+]>ClC(Cl)C>[C:1]1([C:11]([N:13]2[CH2:17][CH:16]([CH2:18][N:34]3[CH2:39][CH2:38][O:37][CH2:36][CH2:35]3)[CH:15]([CH2:20][N:21]3[CH2:26][CH2:25][CH:24]([C:27]4[CH:32]=[CH:31][C:30]([F:33])=[CH:29][CH:28]=4)[CH2:23][CH2:22]3)[CH2:14]2)=[O:12])[C:10]2[C:5](=[CH:6][CH:7]=[CH:8][CH:9]=2)[CH:4]=[CH:3][CH:2]=1 |f:2.3|. Procedure: To a solution of 0.03 g (0.073 mmol) of 1-(1-naphthoyl)-3-(RS)-(4-(4-fluorophenyl)piperidinylmethyl)-4-(SR)-formylpyrrolidine and 0.013 mL (0.145 mmol) of morpholine in 2 mL of dichloroethane at rt was added 0.046 g (0.27 mmol) of sodium triacetoxyborohydride. After stirring for 1.5 h at rt, the reaction mixture was partitioned between CH2Cl2 and sat'd NaHCO3. The organic fraction was dried over Na2SO4, filtered and the filtrate was concentrated. The residue was purified by chomatography (silica...